This data is from the Open Reaction Database (ORD), a public repository of structured organic reaction records. The task is: describe an organic reaction: reactants, conditions, products, and yield Starting materials: tetrakistriphenylphosphine palladium, C1(=CC=CC=C1)B(O)O (phenylboronic acid), [OH-].[Ba+2].[OH-] (barium hydroxide), COCCOC (1,2-dimethoxyethane), CC1=NC(=CC(=N1)Cl)Cl (2-methyl-4,6-dichloropyrimidine). The solvent is O (water), O (water). Run at temperature 80 celsius, time 6 hour. Product: CC1=NC(=CC(=N1)Cl)C1=CC=CC=C1 (2-methyl-4-chloro-6-phenylpyrimidine). Yield: 51.3%. Reaction SMILES: [C:1]1(B(O)O)[CH:6]=[CH:5][CH:4]=[CH:3][CH:2]=1.[OH-].[Ba+2].[OH-].COCCOC.[CH3:19][C:20]1[N:25]=[C:24](Cl)[CH:23]=[C:22]([Cl:27])[N:21]=1>O>[CH3:19][C:20]1[N:21]=[C:22]([Cl:27])[CH:23]=[C:24]([C:1]2[CH:6]=[CH:5][CH:4]=[CH:3][CH:2]=2)[N:25]=1 |f:1.2.3|. Procedure details: A reaction vessel was charged with 2.19 g of tetrakistriphenylphosphine palladium, 847 mg of phenylboronic acid, and 2.99 g of barium hydroxide, to which 40 ml of 1,2-dimethoxyethane, 7 ml of water, and 1.01 g of 2-methyl-4,6-dichloropyrimidine were added, followed by stirring at 80° C. under an atmosphere of a nitrogen gas for 6 hours. The reaction mixture was then left for cooling to room temperature, and water was added to the reaction mixture, which was extracted with ethyl acetate. The orga... Reactants: Nc1nc(=O)n(C2CC(O)C(CO)O2)cc1Br, CO, Cc1ccc(S(=O)(=O)Cl)cc1, c1ccncc1. The product is Cc1ccc(S(=O)(=O)OCC2OC(n3cc(Br)c(N)nc3=O)CC2O)cc1. As a reaction SMILES: [Br:1][c:2]1[c:3]([NH2:17])[n:4][c:5](=[O:16])[n:6]([CH:7]2[CH2:8][CH:9]([OH:10])[CH:11]([CH2:12][OH:13])[O:14]2)[cH:15]1.[CH3:29][OH:30].[c:18]1([CH3:28])[cH:19][cH:20][c:21]([S:24](=[O:25])(=[O:26])[Cl:27])[cH:22][cH:23]1.[cH:31]1[cH:32][cH:33][n:34][cH:35][cH:36]1>>[Br:1][c:2]1[c:3]([NH2:17])[n:4][c:5](=[O:16])[n:6]([CH:7]2[CH2:8][CH:9]([OH:10])[CH:11]([CH2:12][O:13][S:24]([c:21]3[cH:20][cH:19][c:18]([CH3:28])[cH:23][cH:22]3)(=[O:25])=[O:26])[O:14]2)[cH:15]1. Yield: 56.0%. The solvent is CCOCC (Et2O), O (water). Reaction conditions: temperature -10 celsius, time 24 hour. RXN SMILES: OS(O)(=O)=O.[CH3:6][C:7](O)([CH3:9])[CH3:8].[Br:11][C:12]1[CH:17]=[CH:16][CH:15]=[CH:14][C:13]=1[SH:18].C([O-])(O)=O.[Na+]>CCOCC.O>[Br:11][C:12]1[CH:17]=[CH:16][CH:15]=[CH:14][C:13]=1[S:18][C:7]([CH3:9])([CH3:8])[CH3:6] |f:3.4|. Reactants: C(=O)(O)[O-].[Na+] (NaHCO3), OS(=O)(=O)O (H2SO4), CC(C)(C)O (t-BuOH), BrC1=C(C=CC=C1)S (2-bromo-thiophenol). Procedure: To a 50 mL round-bottomed flask were added a stirbar, water (3.5 mL) and H2SO4 (5.0 mL, 18 M). The flask was then cooled to approximately −10° Celsius and treated with t-BuOH (0.70 mL, 7.5 mmol) followed by 2-bromo-thiophenol (0.60 mL, 5.0 mmol) (drop-wise over three minutes). The resulting mixture was stirred for 24 hours with gradual warming to rt. The reaction mixture was then added to a separatory funnel containing Et2O and sat. NaHCO3. The layers were mixed thoroughly and then separated. Th... Yields the product BrC1=C(C=CC=C1)SC(C)(C)C ((2-Bromophenyl)(tert-butyl)sulfane). Solvent: CO (methanol). The product is CSCC(=O)C=1C=C(C(O)=CC1)O (4-[2-(Methylthio)acetyl]pyrocatechol). Run at time 3 hour. Procedure details: The procedure is as in Example 4 for the preparation of α-methylthioacetophenone, starting with a stirred solution of 4-(2-chloroacetyl)pyrocatechol (18.6 g) in methanol (200 cc). Sodium methanethiolate (7 g) is added in the course of 15 minutes at a temperature in the region of 20° C., and the mixture is left with stirring for 3 hours at the same temperature. 4-[2-(Methylthio)acetyl]pyrocatechol (14.5 g), m.p. 107° C., is thereby obtained. The reactants are CCC(=S)C1=CC=CC=C1 (α-methylthioacetophenone), ClCC(=O)C=1C=C(C(O)=CC1)O (4-(2-chloroacetyl)pyrocatechol), C[S-].[Na+] (Sodium methanethiolate). As a reaction SMILES: CC[C:3](C1C=CC=CC=1)=[S:4].Cl[CH2:12][C:13]([C:15]1[CH:16]=[C:17]([OH:22])[C:18](=[CH:20][CH:21]=1)[OH:19])=[O:14].C[S-].[Na+]>CO>[CH3:3][S:4][CH2:12][C:13]([C:15]1[CH:16]=[C:17]([OH:22])[C:18](=[CH:20][CH:21]=1)[OH:19])=[O:14] |f:2.3|. Starting materials: C[C@H]1OC(C2=CC=C(C=C2C1)CC=O)=O ((R)-2-(3-methyl-1-oxoisochroman-6-yl)acetaldehyde), BrC=1C=C2C[C@@H](OC(C2=CC1)=O)C ((3S)-6-bromo-3-methyl-3,4-dihydro-1H-isochromen-1-one). The product is C[C@@H]1OC(C2=CC=C(C=C2C1)CC=O)=O ((S)-2-(3-Methyl-1-oxoisochroman-6-yl)acetaldehyde). As a reaction SMILES: [CH3:1][C@@H:2]1[CH2:11][C:10]2[C:5](=[CH:6][CH:7]=[C:8]([CH2:12][CH:13]=[O:14])[CH:9]=2)[C:4](=[O:15])[O:3]1.BrC1C=C2C(=CC=1)C(=O)O[C@@H](C)C2>>[CH3:1][C@H:2]1[CH2:11][C:10]2[C:5](=[CH:6][CH:7]=[C:8]([CH2:12][CH:13]=[O:14])[CH:9]=2)[C:4](=[O:15])[O:3]1. Procedure details: (S)-2-(3-Methyl-1-oxoisochroman-6-yl)acetaldehyde was prepared in a similar manner as (R)-2-(3-methyl-1-oxoisochroman-6-yl)acetaldehyde except starting from (3S)-6-bromo-3-methyl-3,4-dihydro-1H-isochromen-1-one. Starting materials: O1CCOC2=C1C=CC(=C2)C(=O)O (1,4-benzodioxane-6-carboxylic acid), S(=O)(Cl)Cl (thionyl chloride). Run in C1=CC=CC=C1 (benzene). The product is O1CCOC2=C1C=CC(=C2)C(=O)Cl (1,4-benzodioxane-6-carbonyl chloride). RXN SMILES: [O:1]1[C:6]2[CH:7]=[CH:8][C:9]([C:11]([OH:13])=O)=[CH:10][C:5]=2[O:4][CH2:3][CH2:2]1.S(Cl)([Cl:16])=O>C1C=CC=CC=1>[O:1]1[C:6]2[CH:7]=[CH:8][C:9]([C:11]([Cl:16])=[O:13])=[CH:10][C:5]=2[O:4][CH2:3][CH2:2]1. Reported procedure: A mixture of 1,4-benzodioxane-6-carboxylic acid (0.5 g), benzene (20 ml) and thionyl chloride (5 ml) is heated for one hour under reflux. The reaction mixture is evaporated to dryness under reduced pressure. To the residue is added benzene (50 ml), then the solvent is again distilled off to leave 1,4-benzodioxane-6-carbonyl chloride. This compound dissolved in benzene (20 ml) is added dropwise, while stirring, to a mixture of 1-(3,4,5trimethoxybenzyl)piperazine dihydrochloride (1 g), triethylami...